From a dataset of the Open Reaction Database (ORD), a public repository of structured organic reaction records. describe an organic reaction: reactants, conditions, products, and yield The reactants are CI (Methyl iodide), C(C)(C)[N-]C(C)C.[Li+] (lithium diisopropylamide), C(C)C1=CC=CC=C1.CCCCCCC (ethylbenzene heptane), COC(CC=1C=CC2=C(N=C(S2)CC(C)C)C1)=O (methyl[2-(2-methylpropyl)benzothiazol-5-yl]acetate). The solvent is O1CCCC1 (tetrahydrofuran). Run at time 1 hour. Product: CC(CC=1SC2=C(N1)C=C(C=C2)C(C(=O)OC)C)C (methyl 2-[2-(2-methylpropyl)benzothiazol-5-yl]propionate). Isolated yield 98.7%. RXN SMILES: [CH:1]([N-]C(C)C)(C)C.[Li+].C(C1C=CC=CC=1)C.CCCCCCC.[CH3:24][O:25][C:26](=[O:41])[CH2:27][C:28]1[CH:29]=[CH:30][C:31]2[S:35][C:34]([CH2:36][CH:37]([CH3:39])[CH3:38])=[N:33][C:32]=2[CH:40]=1.CI>O1CCCC1>[CH3:39][CH:37]([CH3:38])[CH2:36][C:34]1[S:35][C:31]2[CH:30]=[CH:29][C:28]([CH:27]([CH3:1])[C:26]([O:25][CH3:24])=[O:41])=[CH:40][C:32]=2[N:33]=1 |f:0.1,2.3|. Procedure details: A solution of lithium diisopropylamide (2.0M solution in tetrahydrofran/ethylbenzene/heptane, 2.09 ml, 0.0042 mol) was added, dropwise, to a solution of methyl[2-(2-methylpropyl)benzothiazol-5-yl]acetate (1.1 g, 0.0042 mol) in tetrahydrofuran (27 ml) at −78° C. under a nitrogen atmosphere and the mixture was stirred at below −60° C. for 1 hour. Methyl iodide (2.29 ml, 0.037 mol) was added, dropwise, and the mixture was stirred at below −60° C. for a further 1 hour. The cooling bath was removed a...